From a dataset of the Open Reaction Database (ORD), a public repository of structured organic reaction records. describe an organic reaction: reactants, conditions, products, and yield Starting materials: potassium tert.-butylate, C(C)OC(=O)[C@@H]1C([C@H]1C=O)(C)C (trans-2,2-dimethyl-3-formyl-cyclopropanecarboxylic acid ethyl ester), O (water), C(C)OP(OCC)(=O)C(CC)C1=CC=CC=C1 (1-phenylpropyl-phosphonic acid diethyl ester). Solvent: O1CCCC1 (tetrahydrofuran), O1CCCC1 (tetrahydrofuran), O1CCCC1 (tetrahydrofuran). Conditions: time 6 hour. Product: C(C)OC(=O)C1C(C1C=C(C1=CC=CC=C1)CC)(C)C (2,2-dimethyl-3-(2-ethyl-2-phenyl-vinyl)-cyclopropanecarboxylic acid ethyl ester). Yield: 52.0%. Reaction SMILES: C(OP([CH:9]([C:12]1[CH:17]=[CH:16][CH:15]=[CH:14][CH:13]=1)[CH2:10][CH3:11])(=O)OCC)C.[CH2:18]([O:20][C:21]([C@H:23]1[C@H:25]([CH:26]=O)[C:24]1([CH3:29])[CH3:28])=[O:22])[CH3:19].O>O1CCCC1>[CH2:18]([O:20][C:21]([CH:23]1[CH:25]([CH:26]=[C:9]([CH2:10][CH3:11])[C:12]2[CH:13]=[CH:14][CH:15]=[CH:16][CH:17]=2)[C:24]1([CH3:28])[CH3:29])=[O:22])[CH3:19]. Procedure details: 51.2 g (0.2 mol) of 1-phenylpropyl-phosphonic acid diethyl ester, dissolved in 30 ml of anhydrous tetrahydrofuran, were added dropwise to a mixture of 24 g (0.214 mol) of potassium tert.-butylate and 300 ml of anhydrous tetrahydrofuran at 20°-25° C., while stirring. After the mixture had been subsequently stirred at 20°-25° C. for a further 2 hours, 34 g (0.2 mol) of cis/trans-2,2-dimethyl-3-formyl-cyclopropanecarboxylic acid ethyl ester, dissolved in 50 ml of anhydrous tetrahydrofuran, were add... Starting materials: COC(=O)c1ccc2cc(Cl)ccc2c1, O, c1ccccc1. Product: OCc1ccc2cc(Cl)ccc2c1. Reaction SMILES: [Cl:1][c:2]1[cH:3][c:4]2[cH:5][cH:6][c:7]([C:12](=[O:13])[O:14][CH3:15])[cH:8][c:9]2[cH:10][cH:11]1.[OH2:16].[cH:17]1[cH:18][cH:19][cH:20][cH:21][cH:22]1>>[Cl:1][c:2]1[cH:3][c:4]2[cH:5][cH:6][c:7]([CH2:12][OH:13])[cH:8][c:9]2[cH:10][cH:11]1. The reactants are Cl.Cl.C(C1=CC=CC=C1)NN (benzylhydrazine dihydrochloride), C(C)OC=C(C(=O)OCC)C(=O)C (ethyl 2-ethoxymethyleneacetoacetate). Yields the product C(C1=CC=CC=C1)N1N=C(C(=C1)C(=O)O)C (1-benzyl-3-methylpyrazole-4-carboxylic acid). The yield is 27.8%. Reaction SMILES: Cl.Cl.[CH2:3]([NH:10][NH2:11])[C:4]1[CH:9]=[CH:8][CH:7]=[CH:6][CH:5]=1.C(O[CH:15]=[C:16]([C:22]([CH3:24])=O)[C:17]([O:19]CC)=[O:18])C>>[CH2:3]([N:10]1[CH:15]=[C:16]([C:17]([OH:19])=[O:18])[C:22]([CH3:24])=[N:11]1)[C:4]1[CH:9]=[CH:8][CH:7]=[CH:6][CH:5]=1 |f:0.1.2|. Procedure details: By the reaction and treatment in the same manner as in Starting Material Synthesis Example 1 using benzylhydrazine dihydrochloride (8.0 g) and ethyl 2-ethoxymethyleneacetoacetate (7.6 g), the residue was recrystallized from ethyl acetate to give 1-benzyl-3-methylpyrazole-4-carboxylic acid (2.45 g).